Dataset: the Open Reaction Database (ORD), a public repository of structured organic reaction records. Task: describe an organic reaction: reactants, conditions, products, and yield Reactants: ClCCl, CCN(CC)S(F)(F)F, CO, O, O=C1NC(=O)C(Cc2cccc3c2ccn3CC(O)c2ccccc2)S1. The product is O=C1NC(=O)C(Cc2cccc3c2ccn3CC(F)c2ccccc2)S1. As a reaction SMILES: [CH2:1]([Cl:2])[Cl:3].[CH2:30]([N:31]([S:32]([F:33])([F:34])[F:36])[CH2:35][CH3:37])[CH3:38].[CH3:39][OH:40].[OH2:41].[OH:4][CH:5]([CH2:6][n:7]1[cH:8][cH:9][c:10]2[c:11]([CH2:16][CH:17]3[C:18](=[O:23])[NH:19][C:20](=[O:22])[S:21]3)[cH:12][cH:13][cH:14][c:15]12)[c:24]1[cH:25][cH:26][cH:27][cH:28][cH:29]1>>[CH:5]([CH2:6][n:7]1[cH:8][cH:9][c:10]2[c:11]([CH2:16][CH:17]3[C:18](=[O:23])[NH:19][C:20](=[O:22])[S:21]3)[cH:12][cH:13][cH:14][c:15]12)([c:24]1[cH:25][cH:26][cH:27][cH:28][cH:29]1)[F:36]. The reactants are BrC=1C=C(OC1)C=O (4-bromo-furan-2-carboxaldehyde), C1(=CC=CC=C1)/C=C/B(O)O (trans-phenylvinyl-boronic acid), C(C1=CC=CC=C1)C1=CC=C(O1)C=O (5-benzyl-furan-2-carbaldehyde). Run in CN(C)C=O (DMF). Yields the product C(=C\C1=CC=CC=C1)/C=1C=C(OC1)C=O ((E)-4-styrylfuran-2-carbaldehyde). Reaction SMILES: Br[C:2]1[CH:3]=[C:4]([CH:7]=[O:8])[O:5][CH:6]=1.[C:9]1(/[CH:15]=[CH:16]/B(O)O)[CH:14]=[CH:13][CH:12]=[CH:11][CH:10]=1.C(C1OC(C=O)=CC=1)C1C=CC=CC=1>CN(C=O)C>[CH:16](/[C:2]1[CH:3]=[C:4]([CH:7]=[O:8])[O:5][CH:6]=1)=[CH:15]\[C:9]1[CH:14]=[CH:13][CH:12]=[CH:11][CH:10]=1. Reported procedure: The title compound was synthesized from 4-bromo-furan-2-carboxaldehyde (1.1 g, 6.3 mmol, 1 equiv) and trans-phenylvinyl-boronic acid (1.4 g, 9.4 mmol, 1.5 equiv) using the conditions used to synthesize 5-benzyl-furan-2-carbaldehyde, with the exception that the reaction was run in DMF (25 mL). The resulting residue was purified via ISCO Companion (0-30% EtOAc/heptane) and preparative HPLC using the Chromeleon purification system (0.1% formic acid/1% acetonitrile mixture in water (aqueous phase) a... Starting materials: [Cl-].[Na+] (sodium chloride), BrCCCC#N (4-bromobutyronitrile), COC1=CC=C(CNCC2=CC=C(C=C2)OC)C=C1 (bis-(4-methoxybenzyl)amine), C(C)(C)N(C(C)C)CC (N,N-diisopropylethylamine). Run in O (water), CN(C=O)C (dimethylformamide), CN(C=O)C (dimethylformamide). Run at temperature 110 celsius. The product is COC1=CC=C(CN(CC2=CC=C(C=C2)OC)CCCC#N)C=C1 (4-[N,N-Bis-(4-methoxybenzyl)amino]butyronitrile). Yield: 110.8%. Reaction SMILES: Br[CH2:2][CH2:3][CH2:4][C:5]#[N:6].[CH3:7][O:8][C:9]1[CH:25]=[CH:24][C:12]([CH2:13][NH:14][CH2:15][C:16]2[CH:21]=[CH:20][C:19]([O:22][CH3:23])=[CH:18][CH:17]=2)=[CH:11][CH:10]=1.C(N(CC)C(C)C)(C)C.[Cl-].[Na+]>CN(C)C=O.O>[CH3:23][O:22][C:19]1[CH:20]=[CH:21][C:16]([CH2:15][N:14]([CH2:2][CH2:3][CH2:4][C:5]#[N:6])[CH2:13][C:12]2[CH:11]=[CH:10][C:9]([O:8][CH3:7])=[CH:25][CH:24]=2)=[CH:17][CH:18]=1 |f:3.4|. Procedure: A solution of 4-bromobutyronitrile (14.80 g) in dry dimethylformamide (100 ml) was added dropwise over 15 minutes to a stirred solution of bis-(4-methoxybenzyl)amine (25.73 g) and N,N-diisopropylethylamine (35 ml, 26 g) in dry dimethylformamide (100 ml). The yellow solution was heated under nitrogen at 110° C. for 4 hours and was allowed to cool. The solution was poured onto a mixture of water (400 ml) and saturated aqueous sodium chloride (400 ml) and then extracted with ether (2×200 ml). The e... Reactants: COC(CCN1C(N(C2=C1C=CC=C2)CC2=CC=CC1=CC(=CC=C21)O[Si](C)(C)C(C)(C)C)=O)=O (3-{3-[6-(tert-Butyl-dimethyl-silanyloxy)-naphthalen-1-ylmethyl]-2-oxo-2,3-dihydro-benzimidazol-1-yl}-propionic acid methyl ester), O.[OH-].[Li+] (lithium hydroxide monohydrate). Solvent: C1CCOC1 (THF), O (water). Yields the product OC=1C=C2C=CC=C(C2=CC1)CN1C(N(C2=C1C=CC=C2)CCC(=O)O)=O (3-{3-[(6-hydroxy-1-naphthyl)methyl]-2-oxo-2,3-dihydro-1H-benzimidazol-1-yl}propanoic acid). The yield is 10.1%. As a reaction SMILES: C[O:2][C:3](=[O:35])[CH2:4][CH2:5][N:6]1[C:10]2[CH:11]=[CH:12][CH:13]=[CH:14][C:9]=2[N:8]([CH2:15][C:16]2[C:25]3[C:20](=[CH:21][C:22]([O:26][Si](C(C)(C)C)(C)C)=[CH:23][CH:24]=3)[CH:19]=[CH:18][CH:17]=2)[C:7]1=[O:34].O.[OH-].[Li+]>C1COCC1.O>[OH:26][C:22]1[CH:21]=[C:20]2[C:25](=[CH:24][CH:23]=1)[C:16]([CH2:15][N:8]1[C:9]3[CH:14]=[CH:13][CH:12]=[CH:11][C:10]=3[N:6]([CH2:5][CH2:4][C:3]([OH:35])=[O:2])[C:7]1=[O:34])=[CH:17][CH:18]=[CH:19]2 |f:1.2.3|. Procedure details: To a stirred solution of 3-{3-[6-(tert-Butyl-dimethyl-silanyloxy)-naphthalen-1-ylmethyl]-2-oxo-2,3-dihydro-benzimidazol-1-yl}-propionic acid methyl ester (200 mg, 0.41 mmol) in THF (7 ml) and water (1 ml) was added lithium hydroxide monohydrate (26 mg, 0.61 mmol) at ambient temperature. Upon complete consumption of the starting material the reaction was diluted with water, ethyl acetate and 6N HCl (adjusted to pH=2). The layers were separated and the aqueous phase was extracted once with ethyl a... Reactants: BrC1=C(C=CC=C1)CBr (1-Bromo-2-bromomethyl-benzene), C(C)NCC (diethylamine). Solvent: C1(=CC=CC=C1)C (toluene). Conditions: time 14 hour. Product: BrC1=C(CN(CC)CC)C=CC=C1 ((2-Bromo-benzyl)-diethyl-amine). Reaction SMILES: [Br:1][C:2]1[CH:7]=[CH:6][CH:5]=[CH:4][C:3]=1[CH2:8]Br.[CH2:10]([NH:12][CH2:13][CH3:14])[CH3:11]>C1(C)C=CC=CC=1>[Br:1][C:2]1[CH:7]=[CH:6][CH:5]=[CH:4][C:3]=1[CH2:8][N:12]([CH2:13][CH3:14])[CH2:10][CH3:11]. Reported procedure: To 1-Bromo-2-bromomethyl-benzene (2.17 g, 0.008 mmol) in toluene (15 mL) was added diethylamine (3.05 mL) and the mixture was stirred at room temperature for 14 hours. The reaction mixture was filtered and concentrated to give Example 229A as an oil. Isolated yield 90.6%. Procedure: A mixture of 4-nitrobenzylchloride (4.1 g, 23.90 mmol), N-isopropylpiperazine (3.6 g, 28.67 mmol, 1.2 equiv), potassium carbonate (6.5 g, 47.79 mmol, 2 equiv) and acetone (82 ml) was stirred for 16 h at reflux. The reaction mixture was allowed to cool, was then filtered and concentrated. The residue was purified by silica gel column chromatography (DCM/MeOH+1% NH3aq, 9:1) to afford 5.7 g of the title compound: ESI-MS: 264.1 [M+H]+; TLC: tR=1.73 min (System 1); TLC: Rf=0.34 (DCM/MeOH+1% NH3aq, 9:... RXN SMILES: [N+:1]([C:4]1[CH:11]=[CH:10][C:7]([CH2:8]Cl)=[CH:6][CH:5]=1)([O-:3])=[O:2].[CH:12]([N:15]1[CH2:20][CH2:19][NH:18][CH2:17][CH2:16]1)([CH3:14])[CH3:13].C(=O)([O-])[O-].[K+].[K+]>CC(C)=O>[CH:12]([N:15]1[CH2:20][CH2:19][N:18]([CH2:8][C:7]2[CH:10]=[CH:11][C:4]([N+:1]([O-:3])=[O:2])=[CH:5][CH:6]=2)[CH2:17][CH2:16]1)([CH3:14])[CH3:13] |f:2.3.4|. The reactants are [N+](=O)([O-])C1=CC=C(CCl)C=C1 (4-nitrobenzylchloride), C(C)(C)N1CCNCC1 (N-isopropylpiperazine), C([O-])([O-])=O.[K+].[K+] (potassium carbonate). The solvent is CC(=O)C (acetone). Product: C(C)(C)N1CCN(CC1)CC1=CC=C(C=C1)[N+](=O)[O-] (1-Isopropyl-4-(4-nitro-benzyl)-piperazine). Conditions: time 16 hour.